describe an organic reaction: reactants, conditions, products, and yield From a dataset of the Open Reaction Database (ORD), a public repository of structured organic reaction records. The reactants are ClCCCl, CCCC(CCC)C(=O)O, CCN(C(C)C)C(C)C, Cl, Cl, C=CCC(N)C(=O)OC, CN(C)C=O, On1nnc2ccccc21. As a reaction SMILES: [CH2:30]([Cl:31])[CH2:32][Cl:33].[CH3:20][CH2:21][CH2:22][CH:23]([CH2:24][CH2:25][CH3:26])[C:27]([OH:28])=[O:29].[CH:1]([N:2]([CH2:3][CH3:4])[CH:5]([CH3:6])[CH3:7])([CH3:8])[CH3:9].[ClH:10].[ClH:44].[NH2:11][CH:12]([C:13](=[O:14])[O:15][CH3:16])[CH2:17][CH:18]=[CH2:19].[O:45]=[CH:46][N:47]([CH3:48])[CH3:49].[OH:34][n:35]1[c:36]2[c:37]([cH:38][cH:39][cH:40][cH:41]2)[n:42][n:43]1>>[NH:11]([CH:12]([C:13](=[O:14])[O:15][CH3:16])[CH2:17][CH:18]=[CH2:19])[C:27]([CH:23]([CH2:22][CH2:21][CH3:20])[CH2:24][CH2:25][CH3:26])=[O:28]. Product: C=CCC(NC(=O)C(CCC)CCC)C(=O)OC. Reactants: OC(Cc1nc(CC2(C(F)(F)F)CC2)c(Br)[nH]1)(c1ccc(-n2cccn2)cc1)C(F)F, C[Sn](C)(C)C, CN(C)C=O, CCOCC, [Cl-], [F-], [K+], [Li+], O, c1ccc(P(c2ccccc2)c2ccccc2)cc1. Yields the product Cc1[nH]c(CC(O)(c2ccc(-n3cccn3)cc2)C(F)F)nc1CC1(C(F)(F)F)CC1. As a reaction SMILES: [Br:1][c:2]1[c:3]([CH2:24][C:25]2([C:28]([F:29])([F:30])[F:31])[CH2:26][CH2:27]2)[n:4][c:5]([CH2:7][C:8]([CH:9]([F:10])[F:11])([OH:12])[c:13]2[cH:14][cH:15][c:16](-[n:19]3[n:20][cH:21][cH:22][cH:23]3)[cH:17][cH:18]2)[nH:6]1.[CH3:32][Sn:33]([CH3:34])([CH3:35])[CH3:36].[CH3:60][N:61]([CH3:62])[CH:63]=[O:64].[CH3:66][CH2:67][O:68][CH2:69][CH3:70].[Cl-:38].[F-:58].[K+:59].[Li+:37].[OH2:65].[c:39]1([P:40]([c:41]2[cH:42][cH:43][cH:44][cH:45][cH:46]2)[c:47]2[cH:48][cH:49][cH:50][cH:51][cH:52]2)[cH:53][cH:54][cH:55][cH:56][cH:57]1>>[c:2]1([CH3:32])[c:3]([CH2:24][C:25]2([C:28]([F:29])([F:30])[F:31])[CH2:26][CH2:27]2)[n:4][c:5]([CH2:7][C:8]([CH:9]([F:10])[F:11])([OH:12])[c:13]2[cH:14][cH:15][c:16](-[n:19]3[n:20][cH:21][cH:22][cH:23]3)[cH:17][cH:18]2)[nH:6]1. Starting materials: ClC(=O)ON=C(C#N)C1=CC=CC=C1 (2-chlorocarbonyloxyimino-2-phenylacetonitrile), COC1=CC=C(CO)C=C1 (4-methoxybenzyl alcohol), CN(C1=CC=CC=C1)C (dimethylaniline), ON=C(C#N)C1=CC=CC=C1 (2-hydroxyimino-2-phenylacetonitrile), C(=O)(Cl)Cl (phosgene). Run in C1=CC=CC=C1 (benzene), N1=CC=CC=C1 (pyridine), C1=CC=CC=C1 (benzene), C1=CC=CC=C1 (benzene). Run at time 2 hour. The product is COC1=CC=C(COC(=O)ON=C(C#N)C2=CC=CC=C2)C=C1 (2-(4-methoxybenzyl)oxycarbonyloxyimino-2-phenylacetonitrile). RXN SMILES: CN(C)C1C=CC=CC=1.ON=C(C1C=CC=CC=1)C#N.C(Cl)(Cl)=O.Cl[C:26]([O:28][N:29]=[C:30]([C:33]1[CH:38]=[CH:37][CH:36]=[CH:35][CH:34]=1)[C:31]#[N:32])=[O:27].[CH3:39][O:40][C:41]1[CH:48]=[CH:47][C:44]([CH2:45][OH:46])=[CH:43][CH:42]=1>C1C=CC=CC=1.N1C=CC=CC=1>[CH3:39][O:40][C:41]1[CH:48]=[CH:47][C:44]([CH2:45][O:46][C:26]([O:28][N:29]=[C:30]([C:33]2[CH:38]=[CH:37][CH:36]=[CH:35][CH:34]=2)[C:31]#[N:32])=[O:27])=[CH:43][CH:42]=1. Procedure details: A solution of dimethylaniline (6.0 ml.) in benzene (15 ml.) was dropwise added to a suspension of 2-hydroxyimino-2-phenylacetonitrile (7.3 g.) and phosgene (5.0 g.) in benzene (50 ml.) over 40 minutes under ice-cooling. The mixture was stirred for 2 hours at the same temperature and allowed to stand overnight. To the mixture containing 2-chlorocarbonyloxyimino-2-phenylacetonitrile was dropwise added a solution of 4-methoxybenzyl alcohol (6.9 g.) and pyridine (4.0 ml.) in benzene (20 ml.) over 30... Reactants: NC[C@@H]1[C@H]2C[C@H]2CN1C(=O)C=1N=C(SC1C1=CC(=CC=C1)Cl)C (((1S,2S,5R)-2-Aminomethyl-3-aza-bicyclo[3.1.0]hex-3-yl)-[5-(3-chloro-phenyl)-2-methyl-thiazol-4-yl]-methanone), N1=C(C=CC2=CC=CC=C12)C(=O)O (Quinoline-2-carboxylic acid). Product: ClC=1C=C(C=CC1)C1=C(N=C(S1)C)C(=O)N1[C@@H]([C@H]2C[C@H]2C1)CNC(=O)C1=NC2=CC=CC=C2C=C1 (Quinoline-2-carboxylic Acid{(1S,2S,5R)-3-[5-(3-chloro-phenyl)-2-methyl-thiazole-4-carbonyl]-3-aza-bicyclo[3.1.0]hex-2-ylmethyl}-amide). RXN SMILES: [NH2:1][CH2:2][C@H:3]1[N:8]([C:9]([C:11]2[N:12]=[C:13]([CH3:23])[S:14][C:15]=2[C:16]2[CH:21]=[CH:20][CH:19]=[C:18]([Cl:22])[CH:17]=2)=[O:10])[CH2:7][C@H:6]2[C@@H:4]1[CH2:5]2.[N:24]1[C:33]2[C:28](=[CH:29][CH:30]=[CH:31][CH:32]=2)[CH:27]=[CH:26][C:25]=1[C:34](O)=[O:35]>>[Cl:22][C:18]1[CH:17]=[C:16]([C:15]2[S:14][C:13]([CH3:23])=[N:12][C:11]=2[C:9]([N:8]2[CH2:7][C@H:6]3[C@H:4]([CH2:5]3)[C@H:3]2[CH2:2][NH:1][C:34]([C:25]2[CH:26]=[CH:27][C:28]3[C:33](=[CH:32][CH:31]=[CH:30][CH:29]=3)[N:24]=2)=[O:35])=[O:10])[CH:21]=[CH:20][CH:19]=1. Procedure: prepared by reaction of ((1S,2S,5R)-2-Aminomethyl-3-aza-bicyclo[3.1.0]hex-3-yl)-[5-(3-chloro-phenyl)-2-methyl-thiazol-4-yl]-methanone with Quinoline-2-carboxylic acid. LC-MS (basic): tR=0.96 min; [M+H]+=503.3. The reactants are ClCC(=O)Cl (chloroacetyl chloride), OC1=C2C=CC=C(C2=CC=C1N)NS(=O)(=O)C (N-(5-hydroxy-6-aminonaphthalen-1-yl)methanesulphonamide), C([O-])([O-])=O.[Ca+2] (calcium carbonate). The solvent is O1CCOCC1 (dioxane). Reaction conditions: temperature 85 celsius, time 2 hour. The product is CS(=O)(=O)NC1=C2C=CC(=C(C2=CC=C1)O)NC(CCl)=O (N-(5-methanesulphonylamino-1-hydroxynaphthalen-2-yl)-2-chloroacetamide). Isolated yield 85.9%. Reaction SMILES: [Cl:1][CH2:2][C:3](Cl)=[O:4].[OH:6][C:7]1[C:16]([NH2:17])=[CH:15][CH:14]=[C:13]2[C:8]=1[CH:9]=[CH:10][CH:11]=[C:12]2[NH:18][S:19]([CH3:22])(=[O:21])=[O:20].C(=O)([O-])[O-].[Ca+2]>O1CCOCC1>[CH3:22][S:19]([NH:18][C:12]1[CH:11]=[CH:10][CH:9]=[C:8]2[C:13]=1[CH:14]=[CH:15][C:16]([NH:17][C:3](=[O:4])[CH2:2][Cl:1])=[C:7]2[OH:6])(=[O:21])=[O:20] |f:2.3|. Procedure details: 0.32 ml of chloroacetyl chloride (4 mmol) was introduced into a suspension of 1 g of N-(5-hydroxy-6-aminonaphthalen-1-yl)methanesulphonamide (4 mmol, prepared according to the method described in Patent U.S. Pat. No. 4,956,456) and 0.4 g of calcium carbonate (4 mmol) in 50 ml of dioxane, with stirring and under an inert atmosphere. The reaction medium was stirred for 2 hours at 85° C. and then cooled to 30° C. The suspension was filtered on sintered glass and the inorganic salts were rinsed twic... Reactants: N#Cc1ccc2c(c1)C(=O)c1ncccc1CC2, ClC(Cl)Cl, O=C(OO)c1cccc(Cl)c1. Product: N#Cc1ccc2c(c1)C(=O)c1c(ccc[n+]1[O-])CC2. Reaction SMILES: [C:12](#[N:13])[c:14]1[cH:15][c:16]2[c:17]([cH:28][cH:29]1)[CH2:18][CH2:19][c:20]1[c:21]([n:22][cH:23][cH:24][cH:25]1)[C:26]2=[O:27].[CH:30]([Cl:31])([Cl:32])[Cl:33].[Cl:1][c:2]1[cH:3][cH:4][cH:5][c:6]([C:7]([O:8][OH:10])=[O:9])[cH:11]1>>[O-:9][n+:22]1[c:21]2[c:20]([cH:25][cH:24][cH:23]1)[CH2:19][CH2:18][c:17]1[c:16]([cH:15][c:14]([C:12]#[N:13])[cH:29][cH:28]1)[C:26]2=[O:27]. Starting materials: O=c1c2cc(C(O)CO)ccc2ccc2ncc(Cl)cc12, [O-][I+3]([O-])([O-])[O-], [Na+], C1CCOC1, O. The product is O=Cc1ccc2ccc3ncc(Cl)cc3c(=O)c2c1. RXN SMILES: [Cl:1][c:2]1[cH:3][c:4]2[c:5]([n:6][cH:7]1)[cH:8][cH:9][c:10]1[c:11]([c:12]2=[O:13])[cH:14][c:15]([CH:18]([CH2:19][OH:20])[OH:21])[cH:16][cH:17]1.[I+3:22]([O-:23])([O-:24])([O-:25])[O-:26].[Na+:27].[O:28]1[CH2:29][CH2:30][CH2:31][CH2:32]1.[OH2:33]>>[Cl:1][c:2]1[cH:3][c:4]2[c:5]([n:6][cH:7]1)[cH:8][cH:9][c:10]1[c:11]([c:12]2=[O:13])[cH:14][c:15]([CH:18]=[O:21])[cH:16][cH:17]1. Starting materials: N1NC(C2=NC=CC=C21)=O (Pyrazolo[4,3-b]pyridine-3(2H)-one), CN1C=2C(C(=O)OC1=O)=CC=CC2 (N-methylisatoic anhydride). Product: OC1=NN(C=2C1=NC=CC2)C(C2=C(C=CC=C2)NC)=O (3-Hydroxy-1-(o-methylaminobenzoyl)-1H-pyrazolo[4,3-b]pyridine). Yield: 84.8%. As a reaction SMILES: [NH:1]1[C:9]2[C:4](=[N:5][CH:6]=[CH:7][CH:8]=2)[C:3](=[O:10])[NH:2]1.[CH3:11][N:12]1C(=O)O[C:15](=[O:16])[C:14]2=[CH:20][CH:21]=[CH:22][CH:23]=[C:13]12>>[OH:10][C:3]1[C:4]2=[N:5][CH:6]=[CH:7][CH:8]=[C:9]2[N:1]([C:15](=[O:16])[C:14]2[CH:20]=[CH:21][CH:22]=[CH:23][C:13]=2[NH:12][CH3:11])[N:2]=1. Procedure: Pyrazolo[4,3-b]pyridine-3(2H)-one was reacted with N-methylisatoic anhydride according to the general procedure A above and afforded the desired amine as a yellow solid in 84.8% yield; m.p. 221°-223° C.,